From a dataset of the Open Reaction Database (ORD), a public repository of structured organic reaction records. describe an organic reaction: reactants, conditions, products, and yield Starting materials: FC1=C(C=CC(=C1)OC)C(C)OC(NC=1C(=NOC1C1=CC=C(C=C1)Br)C)=O ([5-(4-bromo-phenyl)-3-methyl-isoxazol-4-yl]-carbamic acid 1-(2-fluoro-4-methoxy-phenyl)-ethyl ester), C(C)OC(CC1=CC=C(C=C1)B1OC(C(O1)(C)C)(C)C)=O ([4-(4,4,5,5-tetramethyl-[1,3,2]dioxaborolan-2-yl)-phenyl]-acetic acid ethyl ester). Product: C(C)OC(CC1=CC=C(C=C1)C1=CC=C(C=C1)C1=C(C(=NO1)C)NC(=O)OC(C)C1=C(C=C(C=C1)OC)F)=O ((4′-{4-[1-(2-fluoro-4-methoxy-phenyl)-ethoxycarbonylamino]-3-methyl-isoxazol-5-yl}-biphenyl-4-yl)-acetic acid ethyl ester). Reaction SMILES: [F:1][C:2]1[CH:7]=[C:6]([O:8][CH3:9])[CH:5]=[CH:4][C:3]=1[CH:10]([O:12][C:13](=[O:28])[NH:14][C:15]1[C:16]([CH3:27])=[N:17][O:18][C:19]=1[C:20]1[CH:25]=[CH:24][C:23](Br)=[CH:22][CH:21]=1)[CH3:11].[CH2:29]([O:31][C:32](=[O:49])[CH2:33][C:34]1[CH:39]=[CH:38][C:37](B2OC(C)(C)C(C)(C)O2)=[CH:36][CH:35]=1)[CH3:30]>>[CH2:29]([O:31][C:32](=[O:49])[CH2:33][C:34]1[CH:39]=[CH:38][C:37]([C:23]2[CH:24]=[CH:25][C:20]([C:19]3[O:18][N:17]=[C:16]([CH3:27])[C:15]=3[NH:14][C:13]([O:12][CH:10]([C:3]3[CH:4]=[CH:5][C:6]([O:8][CH3:9])=[CH:7][C:2]=3[F:1])[CH3:11])=[O:28])=[CH:21][CH:22]=2)=[CH:36][CH:35]=1)[CH3:30]. Procedure: Following the procedure described in Example 36, Step 6, [5-(4-bromo-phenyl)-3-methyl-isoxazol-4-yl]-carbamic acid 1-(2-fluoro-4-methoxy-phenyl)-ethyl ester and [4-(4,4,5,5-tetramethyl-[1,3,2]dioxaborolan-2-yl)-phenyl]-acetic acid ethyl ester were reacted to provide (4′-{4-[1-(2-fluoro-4-methoxy-phenyl)-ethoxycarbonylamino]-3-methyl-isoxazol-5-yl}-biphenyl-4-yl)-acetic acid ethyl ester, which was hydrolyzed to the acid as described in Example 34, Step 2. Reactants: O=C([O-])[O-], CN(C)C=O, Cl, O=Cc1ccccc1F, [K+], [K+], Oc1ccccc1. The product is O=Cc1ccccc1Oc1ccccc1. As a reaction SMILES: [C:17](=[O:18])([O-:19])[O-:20].[CH3:24][N:25]([CH3:26])[CH:27]=[O:28].[ClH:23].[F:1][c:2]1[c:3]([CH:4]=[O:5])[cH:6][cH:7][cH:8][cH:9]1.[K+:21].[K+:22].[OH:10][c:11]1[cH:12][cH:13][cH:14][cH:15][cH:16]1>>[c:2]1([O:10][c:11]2[cH:12][cH:13][cH:14][cH:15][cH:16]2)[c:3]([CH:4]=[O:5])[cH:6][cH:7][cH:8][cH:9]1. Reactants: CCOC(C)=O, CC(=O)C=CCC(C)CCC=C(C)C. Product: CC(=O)CCCC(C)CCC=C(C)C. As a reaction SMILES: [CH3:15][CH2:16][O:17][C:18](=[O:19])[CH3:20].[CH3:1][CH:2]([CH2:3][CH:4]=[CH:5][C:6]([CH3:7])=[O:8])[CH2:9][CH2:10][CH:11]=[C:12]([CH3:13])[CH3:14]>>[CH3:1][CH:2]([CH2:3][CH2:4][CH2:5][C:6]([CH3:7])=[O:8])[CH2:9][CH2:10][CH:11]=[C:12]([CH3:13])[CH3:14].